This data is from the Open Reaction Database (ORD), a public repository of structured organic reaction records. The task is: describe an organic reaction: reactants, conditions, products, and yield Starting materials: COC(CC(C)=O)=O (3-oxo-butyric acid methyl ester), R3—(CH2)m—NH2, C1(CCCCC1)N (cyclohexylamine), BrCC(=O)C1=C(C=CC(=C1)C(F)(F)F)F (2-bromo-1-[2-fluoro-5-(trifluoromethyl)-phenyl]-ethanone), C([C@H]1CCCO1)N ((R)-tetrahydrofurfurylamine). The product is C1(CCCCC1)NC(=O)C1=C(N(C(=C1)C1=C(C=CC(=C1)C(F)(F)F)F)C[C@@H]1OCCC1)C (5-(2-Fluoro-5-trifluoromethyl-phenyl)-2-methyl-1-[(R)-1-(tetrahydro-furan-2-yl)methyl]-1H-pyrrole-3-carboxylic acid cyclohexylamide). As a reaction SMILES: C[O:2][C:3](=O)[CH2:4][C:5](=O)[CH3:6].Br[CH2:10][C:11]([C:13]1[CH:18]=[C:17]([C:19]([F:22])([F:21])[F:20])[CH:16]=[CH:15][C:14]=1[F:23])=O.[CH2:24]([NH2:30])[C@@H:25]1[O:29][CH2:28][CH2:27][CH2:26]1.[CH:31]1([NH2:37])[CH2:36][CH2:35][CH2:34][CH2:33][CH2:32]1>>[CH:31]1([NH:37][C:3]([C:4]2[CH:10]=[C:11]([C:13]3[CH:18]=[C:17]([C:19]([F:22])([F:21])[F:20])[CH:16]=[CH:15][C:14]=3[F:23])[N:30]([CH2:24][C@H:25]3[CH2:26][CH2:27][CH2:28][O:29]3)[C:5]=2[CH3:6])=[O:2])[CH2:36][CH2:35][CH2:34][CH2:33][CH2:32]1. Reported procedure: The title compound was synthesized in analogy to example 7, using 3-oxo-butyric acid methyl ester as compound of formula R, 2-bromo-1-[2-fluoro-5-(trifluoromethyl)-phenyl]-ethanone as compound of formula S, (R)-tetrahydrofurfurylamine as R3—(CH2)m—NH2 and cyclohexylamine as R1R2NH, MS (ISP) 453.6 (M+H)+. The reactants are CC(C)(CBr)CO[Si](C)(C)C(C)(C)C, O=c1[nH]ccc2cc(Br)ccc12, O=C([O-])[O-], CN1CCCC1=O, [K+], [K+], O. Yields the product CC(C)(CO[Si](C)(C)C(C)(C)C)Cn1ccc2cc(Br)ccc2c1=O. RXN SMILES: [Br:19][CH2:20][C:21]([CH2:22][O:23][Si:24]([CH3:25])([CH3:26])[C:27]([CH3:28])([CH3:29])[CH3:30])([CH3:31])[CH3:32].[Br:1][c:2]1[cH:3][c:4]2[cH:5][cH:6][nH:7][c:8](=[O:12])[c:9]2[cH:10][cH:11]1.[C:13](=[O:14])([O-:15])[O-:16].[CH3:33][N:34]1[CH2:35][CH2:36][CH2:37][C:38]1=[O:39].[K+:17].[K+:18].[OH2:40]>>[Br:1][c:2]1[cH:3][c:4]2[cH:5][cH:6][n:7]([CH2:20][C:21]([CH2:22][O:23][Si:24]([CH3:25])([CH3:26])[C:27]([CH3:28])([CH3:29])[CH3:30])([CH3:31])[CH3:32])[c:8](=[O:12])[c:9]2[cH:10][cH:11]1. Starting materials: C1(=CC=CC=C1)CCCO (phenylpropyl alcohol), SCC(=O)O (mercaptoacetic acid), C1(=CC=C(C=C1)S(=O)(=O)O)C (para-toluene sulphonic acid). Yields the product SCC(=O)OCCCC1=CC=CC=C1 (PHENYLPROPYL MERCAPTOACETATE). As a reaction SMILES: [C:1]1([CH2:7][CH2:8][CH2:9][OH:10])[CH:6]=[CH:5][CH:4]=[CH:3][CH:2]=1.[SH:11][CH2:12][C:13](O)=[O:14].C1(C)C=CC(S(O)(=O)=O)=CC=1>>[SH:11][CH2:12][C:13]([O:10][CH2:9][CH2:8][CH2:7][C:1]1[CH:6]=[CH:5][CH:4]=[CH:3][CH:2]=1)=[O:14]. Procedure: Into a 100 ml flask equipped with reflux condenser, thermometer, hot plate (including magnetic stirring apparatus within) and spin bar are placed 13.6 grams phenylpropyl alcohol; 4 grams of mercaptoacetic acid; and 0.1 grams para-toluene sulphonic acid. The reactants are diphosgene (trichloromethyl chloroformate), ice water, CNC (dimethylamine), C(C)(=O)OCC (ethyl acetate), C1=CC(=CC=C1N)O (p-aminophenol). Solvent: O (water). Conditions: time 20 minute. The product is OC1=CC=C(C=C1)NC(N(C)C)=O (3-(4-hydroxyphenyl)-1,1-dimethyl urea). Isolated yield 82.1%. RXN SMILES: C([O:4][CH2:5]C)(=O)C.[CH:7]1[C:12]([NH2:13])=[CH:11][CH:10]=[C:9]([OH:14])[CH:8]=1.[CH3:15][NH:16][CH3:17]>O>[OH:14][C:9]1[CH:10]=[CH:11][C:12]([NH:13][C:5](=[O:4])[N:16]([CH3:17])[CH3:15])=[CH:7][CH:8]=1. Procedure details: In a 2 liter-flask were placed 100 g of diphosgene (trichloromethyl chloroformate), 1 liter of ethyl acetate and 109 g of p-aminophenol were added portionwise with stirring and cooling with ice-water. After completion of the addition, the mixture was warmed and refluxed for one hour. After cooling, 180 g of 50% aqueous dimethylamine solution were added dropwise while cooling with water and, after completion of the addition, stirring at room temperature was continued for 20 minutes. The resulting...